Task: describe an organic reaction: reactants, conditions, products, and yield. Dataset: the Open Reaction Database (ORD), a public repository of structured organic reaction records Starting materials: [C-]#N.[K+] (Potassium cyanide), C(C=C)[C@H](C[C@H]1OC1)O ((R*,R*)-α-2-propenyloxiraneethanol), C(C)(C)O.O (isopropanol water). Conditions: time 20 hour. Yields the product CC1(O[C@@H](C[C@@H](O1)CC#N)CC=C)C ((±)-cis-2,2-dimethyl-6-(2-propenyl)-1,3-dioxane-4-acetonitrile). As a reaction SMILES: [C-:1]#[N:2].[K+].[CH2:4]([C@@H:7]([OH:12])[CH2:8][C@@H:9]1[CH2:11][O:10]1)[CH:5]=[CH2:6].[CH:13](O)([CH3:15])[CH3:14].O>>[CH3:14][C:13]1([CH3:15])[O:10][C@@H:9]([CH2:11][C:1]#[N:2])[CH2:8][C@@H:7]([CH2:4][CH:5]=[CH2:6])[O:12]1 |f:0.1,3.4|. Reported procedure: Potassium cyanide, 1.3 g (20 mmol), is added to a room temperature solution of (R*,R*)-α-2-propenyloxiraneethanol, 2.56 g (20 mmol), in 25 mL of 4:1 isopropanol-water. The solution is stirred for 20 hours at ambient temperature, concentrated, and partitioned between ethyl acetate and brine. The aqueous layer is extracted 2× with ethyl acetate and the combined ethyl acetate extracts are washed with brine and dried (magnesium sulfate). The crude product is dissolved in 20 mL of 2,2-dimethoxypropan...